From a dataset of the Open Reaction Database (ORD), a public repository of structured organic reaction records. describe an organic reaction: reactants, conditions, products, and yield Reactants: ClC=1C(=C(C=CC1)N1C=CC=C1)C#N (1-(3′chloro-2′-cyanophenyl)pyrrole), [H-].[Al+3].[Li+].[H-].[H-].[H-] (lithium aluminium hydride). The solvent is C(C)OCC (diethyl ether), CCOCC (ether). Run at time 18 hour. Product: NCC1=C(C=CC=C1Cl)N1C=CC=C1 (1-(2′-aminomethyl-3′-chlorophenyl)pyrrole). Isolated yield 92.2%. RXN SMILES: [Cl:1][C:2]1[C:3]([C:13]#[N:14])=[C:4]([N:8]2[CH:12]=[CH:11][CH:10]=[CH:9]2)[CH:5]=[CH:6][CH:7]=1.[H-].[Al+3].[Li+].[H-].[H-].[H-]>C(OCC)C>[NH2:14][CH2:13][C:3]1[C:2]([Cl:1])=[CH:7][CH:6]=[CH:5][C:4]=1[N:8]1[CH:12]=[CH:11][CH:10]=[CH:9]1 |f:1.2.3.4.5.6|. Procedure details: A solution of 1-(3′chloro-2′-cyanophenyl)pyrrole (10 g) in diethyl ether solution was added dropwise to a solution of 1M lithium aluminium hydride in ether solution (100 ml) under nitrogen gas. After addition was complete, the reaction mixture was refluxed for 2 h. and then allowed to stir at room temperature overnight (18 h). The mixture was subsequently quenched with water (4 ml), 2N NaOH (8 ml) and water (16 ml). Stirring was continued for a further 1 h after addition. The crystalline salts w... Reactants: CCO, O=C(Cc1c(Cl)c(F)nc(F)c1Cl)OCc1ccccc1. Product: O=C(O)Cc1c(Cl)c(F)nc(F)c1Cl. Reaction SMILES: [CH3:22][CH2:23][OH:24].[Cl:1][c:2]1[c:3]([F:21])[n:4][c:5]([F:20])[c:6]([Cl:19])[c:7]1[CH2:8][C:9](=[O:10])[O:11][CH2:12][c:13]1[cH:14][cH:15][cH:16][cH:17][cH:18]1>>[Cl:1][c:2]1[c:3]([F:21])[n:4][c:5]([F:20])[c:6]([Cl:19])[c:7]1[CH2:8][C:9](=[O:10])[OH:11]. Starting materials: COC(=O)c1ccc2c(C(C)=O)c[nH]c2c1, CI, [H-], [Na+], CN(C)C=O, O. The product is COC(=O)c1ccc2c(C(C)=O)cn(C)c2c1. RXN SMILES: [C:1]([CH3:2])(=[O:3])[c:4]1[cH:5][nH:6][c:7]2[cH:8][c:9]([C:13](=[O:14])[O:15][CH3:16])[cH:10][cH:11][c:12]12.[CH3:24][I:25].[H-:22].[Na+:23].[O:17]=[CH:18][N:19]([CH3:20])[CH3:21].[OH2:26]>>[C:1]([CH3:2])(=[O:3])[c:4]1[cH:5][n:6]([CH3:18])[c:7]2[cH:8][c:9]([C:13](=[O:14])[O:15][CH3:16])[cH:10][cH:11][c:12]12. Reactants: O1[C@@H](C(=O)OC)[C@@H]1C1=CC=C(C=C1)OC (methyl (2R,3S)-2,3-epoxy-3-(4-methoxyphenyl)propionate), NC1=C(C=CC=C1)S (2-aminothiophenol), C=1(C(=CC=CC1)C)C (xylene), methyl (2S,3S)-3-[(2-aminophenyl)thiol] 2-hydroxy-3-(4-methoxylphenyl)propionate. Reagents/catalysts: CS(=O)(=O)O (methanesulfonic acid). The solvent is CO (methanol). Conditions: temperature 10 celsius, time 1 hour. Product: O[C@@H]1[C@@H](SC2=C(NC1=O)C=CC=C2)C2=CC=C(C=C2)OC ((2S,3S)-3-hydroxy-2-(4-methoxyphenyl)-2,3-dihydro-1,5-benzothiazepin-4(5H)-one). The yield is 84.8%. RXN SMILES: [O:1]1[C@@H:7]([C:8]2[CH:13]=[CH:12][C:11]([O:14][CH3:15])=[CH:10][CH:9]=2)[C@@H:2]1[C:3]([O:5]C)=O.[NH2:16][C:17]1[CH:22]=[CH:21][CH:20]=[CH:19][C:18]=1[SH:23].C1(C)C(C)=CC=CC=1>CS(O)(=O)=O.CO>[OH:1][C@H:2]1[C:3](=[O:5])[NH:16][C:17]2[CH:22]=[CH:21][CH:20]=[CH:19][C:18]=2[S:23][C@H:7]1[C:8]1[CH:13]=[CH:12][C:11]([O:14][CH3:15])=[CH:10][CH:9]=1. Procedure: A mixture of 40 g of methyl (2R,3S)-2,3-epoxy-3-(4-methoxyphenyl)propionate, 26.5 g of 2-aminothiophenol and 300 ml of xylene is heated at 110° to 120° C. for 1 hour, whereby the reaction mixture containing methyl (2S,3S)-3-[(2-aminophenyl)thiol]-2-hydroxy-3-(4-methoxylphenyl)propionate is obtained. 380 mg of methanesulfonic acid are added to the mixture and the mixture is refluxed for 7 hours. During the reaction, methanol formed is removed by the azeotropic distillation with xylene. The mixtur... The reactants are O=C(O)c1ccc(Br)cc1F, C1CCOC1, C[Si](C)(C)C=[N+]=[N-], CO. The product is COC(=O)c1ccc(Br)cc1F. RXN SMILES: [Br:1][c:2]1[cH:3][c:4]([F:11])[c:5]([C:6](=[O:7])[OH:8])[cH:9][cH:10]1.[CH2:19]1[O:20][CH2:21][CH2:22][CH2:23]1.[CH3:12][Si:13]([CH:14]=[N+:15]=[N-:16])([CH3:17])[CH3:18].[CH3:24][OH:25]>>[Br:1][c:2]1[cH:3][c:4]([F:11])[c:5]([C:6](=[O:7])[O:8][CH3:12])[cH:9][cH:10]1. Reactants: COC(=O)c1ccc2[nH]ccc2c1, CN(C)C=O, ClCc1ccc(Cl)cc1Cl, [H-], [Na+], O. Product: COC(=O)c1ccc2c(ccn2Cc2ccc(Cl)cc2Cl)c1. RXN SMILES: [CH3:11][O:12][C:13](=[O:14])[c:15]1[cH:16][c:17]2[cH:18][cH:19][nH:20][c:21]2[cH:22][cH:23]1.[CH3:26][N:27]([CH3:28])[CH:29]=[O:30].[Cl:1][c:2]1[c:3]([CH2:4][Cl:5])[cH:6][cH:7][c:8]([Cl:10])[cH:9]1.[H-:24].[Na+:25].[OH2:31]>>[Cl:1][c:2]1[c:3]([CH2:4][n:20]2[cH:19][cH:18][c:17]3[cH:16][c:15]([C:13]([O:12][CH3:11])=[O:14])[cH:23][cH:22][c:21]32)[cH:6][cH:7][c:8]([Cl:10])[cH:9]1. Reactants: N(C1=CC=CC=C1)CC(=O)NC1=CC=C(C=C1)S(N)(=O)=O (2-Anilino-N-(4-sulphamoylphenyl)-acetamide), ClC(=O)OC (methyl chloroformate). Run in C(C)(=O)OCC (ethyl acetate). Yields the product COC(=O)N(CC(=O)NC1=CC=C(C=C1)S(N)(=O)=O)C1=CC=CC=C1 (2-(N-Methoxycarbonyl-phenylamino)-N-(4-sulphamoyl-phenyl)-acetamide). Reaction SMILES: [NH:1]([CH2:8][C:9]([NH:11][C:12]1[CH:17]=[CH:16][C:15]([S:18](=[O:21])(=[O:20])[NH2:19])=[CH:14][CH:13]=1)=[O:10])[C:2]1[CH:7]=[CH:6][CH:5]=[CH:4][CH:3]=1.Cl[C:23]([O:25][CH3:26])=[O:24]>C(OCC)(=O)C>[CH3:26][O:25][C:23]([N:1]([C:2]1[CH:7]=[CH:6][CH:5]=[CH:4][CH:3]=1)[CH2:8][C:9]([NH:11][C:12]1[CH:17]=[CH:16][C:15]([S:18](=[O:21])(=[O:20])[NH2:19])=[CH:14][CH:13]=1)=[O:10])=[O:24]. Reported procedure: 2-Anilino-N-(4-sulphamoylphenyl)-acetamide (9.0 g) was heated with methyl chloroformate (30 ml) for 45 min. at 140°C. Work up from ethyl acetate/wate gave 7.0 g, m.p. 196° - 199°C. Reactants: COC(=O)C1CC(C(C1)NC(=O)C=1SC=CC1)O (3-hydroxy-4-[(thiophene-2-carbonyl)-amino]-cyclo-pentanecarboxylic acid methyl ester), NC1=C(C=C(C=C1)N1C(C=CC=C1)=O)F (1-(4-amino-3-fluoro-phenyl)-1H-pyridin-2-one). Product: FC1=C(C=CC(=C1)N1C(C=CC=C1)=O)NC(=O)[C@H]1C[C@@H]([C@H](C1)NC(=O)C=1SC=CC1)O (thiophene-2-carboxylic acid {(1S,2S,4R)-4-[2-fluoro-4-(2-oxo-2H-pyridin-1-yl)-phenylcarbamoyl]-2-hydroxy-cyclopentyl}-amide). Reaction SMILES: CO[C:3]([CH:5]1[CH2:9][CH:8]([NH:10][C:11]([C:13]2[S:14][CH:15]=[CH:16][CH:17]=2)=[O:12])[CH:7]([OH:18])[CH2:6]1)=[O:4].[NH2:19][C:20]1[CH:25]=[CH:24][C:23]([N:26]2[CH:31]=[CH:30][CH:29]=[CH:28][C:27]2=[O:32])=[CH:22][C:21]=1[F:33]>>[F:33][C:21]1[CH:22]=[C:23]([N:26]2[CH:31]=[CH:30][CH:29]=[CH:28][C:27]2=[O:32])[CH:24]=[CH:25][C:20]=1[NH:19][C:3]([C@@H:5]1[CH2:9][C@H:8]([NH:10][C:11]([C:13]2[S:14][CH:15]=[CH:16][CH:17]=2)=[O:12])[C@@H:7]([OH:18])[CH2:6]1)=[O:4]. Procedure: In analogy to example 1C, 1R,3S,4S)-3-hydroxy-4-[(thiophene-2-carbonyl)-amino]-cyclo-pentanecarboxylic acid methyl ester was reacted with 1-(4-amino-3-fluoro-phenyl)-1H-pyridin-2-one (CAS 536747-52-1, prepared according to C. F. Bigge et al., patent application WO 2003045912) to give thiophene-2-carboxylic acid {(1S,2S,4R)-4-[2-fluoro-4-(2-oxo-2H-pyridin-1-yl)-phenylcarbamoyl]-2-hydroxy-cyclopentyl}-amide. Light yellow solid. MS: 442.1 ([M+H]+).